Dataset: the Open Reaction Database (ORD), a public repository of structured organic reaction records. Task: describe an organic reaction: reactants, conditions, products, and yield The reactants are C(C)(C)N1C=C(C2=CC=C(C=C12)[N+](=O)[O-])B1OC(C(O1)(C)C)(C)C (1-isopropyl-6-nitro-3-(4,4,5,5-tetramethyl-[1,3,2]dioxaborolan-2-yl)-1H-indole), BrC1=CC=C(S1)C1=NN=NN1C (5-(5-Bromo-thiophen-2-yl)-1-methyl-1H-tetrazole), P(=O)([O-])([O-])[O-].[K+].[K+].[K+] (potassium phosphate). The reagents and catalysts are C1(CCCCC1)P(C1CCCCC1)C1CCCCC1 (tricyclohexylphosphine), [Pd].[Pd].C(C1=CC=CC=C1)=CC(=O)C=CC1=CC=CC=C1.C(C1=CC=CC=C1)=CC(=O)C=CC1=CC=CC=C1.C(C1=CC=CC=C1)=CC(=O)C=CC1=CC=CC=C1 (tris-(dibenzylideneacetone) di-palladium (0)). The solvent is O1CCOCC1 (dioxane), O (water), C(C)(=O)OCC (ethyl acetate). Conditions: temperature 100 celsius. Product: C(C)(C)N1C=C(C2=CC=C(C=C12)[N+](=O)[O-])C=1SC(=CC1)C1=NN=NN1C (1-Isopropyl-3-[5-(1-methyl-1H-tetrazol-5-yl)-thiophen-2-yl]-6-nitro-1H-indole). Yield: 42.9%. Reaction SMILES: [CH:1]([N:4]1[C:12]2[C:7](=[CH:8][CH:9]=[C:10]([N+:13]([O-:15])=[O:14])[CH:11]=2)[C:6](B2OC(C)(C)C(C)(C)O2)=[CH:5]1)([CH3:3])[CH3:2].Br[C:26]1[S:30][C:29]([C:31]2[N:35]([CH3:36])[N:34]=[N:33][N:32]=2)=[CH:28][CH:27]=1.P([O-])([O-])([O-])=O.[K+].[K+].[K+]>O1CCOCC1.O.C(OCC)(=O)C.[Pd].[Pd].C(=CC(C=CC1C=CC=CC=1)=O)C1C=CC=CC=1.C(=CC(C=CC1C=CC=CC=1)=O)C1C=CC=CC=1.C(=CC(C=CC1C=CC=CC=1)=O)C1C=CC=CC=1.C1(P(C2CCCCC2)C2CCCCC2)CCCCC1>[CH:1]([N:4]1[C:12]2[C:7](=[CH:8][CH:9]=[C:10]([N+:13]([O-:15])=[O:14])[CH:11]=2)[C:6]([C:26]2[S:30][C:29]([C:31]3[N:35]([CH3:36])[N:34]=[N:33][N:32]=3)=[CH:28][CH:27]=2)=[CH:5]1)([CH3:2])[CH3:3] |f:2.3.4.5,9.10.11.12.13|. Reported procedure: Method CC In a 501 mL flask fitted with a reflux condenser, combine 1-isopropyl-6-nitro-3-(4,4,5,5-tetramethyl-[1,3,2]dioxaborolan-2-yl)-1H-indole (4, R1=i-Pr) (700 mg, 2.1 mmol), 5-(5-Bromo-thiophen-2-yl)-1-methyl-1H-tetrazole (466 mg, 1.9 mmol), tris-(dibenzylideneacetone) di-palladium (0) (17 mg, 0.019 mmol), and tricyclohexylphosphine (13 mg, 0.0047 mmol) in dioxane (5.5 mL). Degas under nitrogen atmosphere three times; then add 1.3M aqueous potassium phosphate (2.5 mL, 3.2 mmol) in a 50 mL ... Starting materials: C(C1=CC=CC=C1)OC1=CC2=C(CC(N(CC2)CCCCl)=O)C=C1O (1-(7-benzyloxy-8-hydroxy-1,3,4,5-tetrahydro-2H-3-benzazepin-2-on-3-yl)-3-chloro-propane), CNCCC1=CC(=C(C=C1)OC)OC (N-methyl-N-[2-(3,4-dimethoxy-phenyl)-ethyl]-amine). The product is C(C1=CC=CC=C1)OC1=CC2=C(CC(N(CC2)CCCN(CCC2=CC(=C(C=C2)OC)OC)C)=O)C=C1O (1-[7-Benzyloxy-8-hydroxy-1,3,4,5-tetrahydro-2H-3-benzazepin-2-on-3-yl]-3-[N-methyl-N-(2-{3,4-dimethoxy-phenyl}-ethyl)-amino]-propane). As a reaction SMILES: [CH2:1]([O:8][C:9]1[C:24]([OH:25])=[CH:23][C:12]2[CH2:13][C:14](=[O:22])[N:15]([CH2:18][CH2:19][CH2:20]Cl)[CH2:16][CH2:17][C:11]=2[CH:10]=1)[C:2]1[CH:7]=[CH:6][CH:5]=[CH:4][CH:3]=1.[CH3:26][NH:27][CH2:28][CH2:29][C:30]1[CH:35]=[CH:34][C:33]([O:36][CH3:37])=[C:32]([O:38][CH3:39])[CH:31]=1>>[CH2:1]([O:8][C:9]1[C:24]([OH:25])=[CH:23][C:12]2[CH2:13][C:14](=[O:22])[N:15]([CH2:18][CH2:19][CH2:20][N:27]([CH3:26])[CH2:28][CH2:29][C:30]3[CH:35]=[CH:34][C:33]([O:36][CH3:37])=[C:32]([O:38][CH3:39])[CH:31]=3)[CH2:16][CH2:17][C:11]=2[CH:10]=1)[C:2]1[CH:7]=[CH:6][CH:5]=[CH:4][CH:3]=1. Reported procedure: This compound was prepared analogous to Example 5(b) by reacting 1-(7-benzyloxy-8-hydroxy-1,3,4,5-tetrahydro-2H-3-benzazepin-2-on-3-yl)-3-chloro-propane with N-methyl-N-[2-(3,4-dimethoxy-phenyl)-ethyl]-amine. Starting materials: [F-].[K+] (potassium fluoride), ClC1=C(C=CC=C1)C (2-chlorotoluene), ClC=1C=C(C=CC1Cl)[N+](=O)[O-] (3,4-dichloronitrobenzene). Reagents/catalysts: [Br-].C(CCCCCCCCCCCCCCC)[P+](CCCC)(CCCC)CCCC (hexadecyltributylphosphonium bromide). Conditions: temperature 200 celsius. Product: ClC=1C=C(C=CC1F)[N+](=O)[O-] (3-chloro-4-fluoronitrobenzene), ClC=1C=C(C=CC1Cl)[N+](=O)[O-] (3,4-dichloronitrobenzene). The yield is 81.0%. RXN SMILES: [Cl:1][C:2]1[CH:3]=[C:4]([N+:9]([O-:11])=[O:10])[CH:5]=[CH:6][C:7]=1[Cl:8].ClC1C=CC=CC=1C.[F-:20].[K+]>[Br-].C([P+](CCCC)(CCCC)CCCC)CCCCCCCCCCCCCCC>[Cl:1][C:2]1[CH:3]=[C:4]([N+:9]([O-:11])=[O:10])[CH:5]=[CH:6][C:7]=1[F:20].[Cl:1][C:2]1[CH:3]=[C:4]([N+:9]([O-:11])=[O:10])[CH:5]=[CH:6][C:7]=1[Cl:8] |f:2.3,4.5|. Procedure details: 25 g of hexadecyltributylphosphonium bromide are dissolved at 60° C. in 1010 g (5.25 mol) of 3,4-dichloronitrobenzene. 100 g of 2-chlorotoluene are added to the solution. After addition of 290 g (5.0 mol) of potassium fluoride, the resulting suspension is heated for 16 h at 200° C. During this time, some of the 2-chlorotoluene is continuously distilled off. The reaction suspension is then quickly filtered off using suction, the filter cake is washed with 2-chlorotoluene and the combined filtrate... The reactants are C(#N)C1=CC(=C(C(=C1)F)N1CC(C(CC1)CN(C(OC(C)(C)C)=O)[C@H](C)C1=CC=CC2=CC=CC=C12)C1=CC=CC=C1)F (tert-butyl {[1-(4-cyano-2,6-difluorophenyl)-3-phenylpiperidin-4-yl]methyl}[(1R)-1-(1-naphthyl)ethyl]carbamate), Cl.NO (hydroxylamine hydrochloride), C(C)O (ethanol), ClC(=O)OCC(CCCC)CC (2-ethylhexyl chloroformate). The solvent is N1=CC=CC=C1 (pyridine), CN(C)C=O (DMF), O (water), C(C)(=O)OCC (ethyl acetate), C(C)N(CC)CC (triethylamine). Reaction conditions: time 4 hour. Product: FC1=C(C(=CC(=C1)C1=NOC(N1)=O)F)N1CC(C(CC1)CN(C(OC(C)(C)C)=O)[C@H](C)C1=CC=CC2=CC=CC=C12)C1=CC=CC=C1 (tert-butyl ({1-[2,6-difluoro-4-(5-oxo-4,5-dihydro-1,2,4-oxadiazol-3-yl)phenyl]-3-phenylpiperidin-4-yl}methyl)[(1R)-1-(1-naphthyl)ethyl]carbamate). RXN SMILES: [C:1]([C:3]1[CH:8]=[C:7]([F:9])[C:6]([N:10]2[CH2:15][CH2:14][CH:13]([CH2:16][N:17]([C@@H:25]([C:27]3[C:36]4[C:31](=[CH:32][CH:33]=[CH:34][CH:35]=4)[CH:30]=[CH:29][CH:28]=3)[CH3:26])[C:18](=[O:24])[O:19][C:20]([CH3:23])([CH3:22])[CH3:21])[CH:12]([C:37]3[CH:42]=[CH:41][CH:40]=[CH:39][CH:38]=3)[CH2:11]2)=[C:5]([F:43])[CH:4]=1)#[N:2].Cl.[NH2:45]O.C(O)C.Cl[C:51]([O:53]CC(CC)CCCC)=[O:52]>C(OCC)(=O)C.N1C=CC=CC=1.CN(C=O)C.O.C(N(CC)CC)C>[F:9][C:7]1[CH:8]=[C:3]([C:1]2[NH:45][C:51](=[O:52])[O:53][N:2]=2)[CH:4]=[C:5]([F:43])[C:6]=1[N:10]1[CH2:15][CH2:14][CH:13]([CH2:16][N:17]([C@@H:25]([C:27]2[C:36]3[C:31](=[CH:32][CH:33]=[CH:34][CH:35]=3)[CH:30]=[CH:29][CH:28]=2)[CH3:26])[C:18](=[O:24])[O:19][C:20]([CH3:23])([CH3:22])[CH3:21])[CH:12]([C:37]2[CH:42]=[CH:41][CH:40]=[CH:39][CH:38]=2)[CH2:11]1 |f:1.2|. Reported procedure: To a mixture of 183 mg of tert-butyl {[1-(4-cyano-2,6-difluorophenyl)-3-phenylpiperidin-4-yl]methyl}[(1R)-1-(1-naphthyl)ethyl]carbamate obtained in Example 53 (1), 44 mg of hydroxylamine hydrochloride, and 2 mL of ethanol was added 0.088 mL of triethylamine, and the mixture was stirred for 4 hours while heating under reflux. The mixture was left to be cooled to room temperature, and water was then added thereto, followed by extraction with ethyl acetate. The organic layer was washed with saturat... Starting materials: ClCCCl, C1CCOC1, O=C(N=C=S)c1ccc([N+](=O)[O-])cc1, COc1cc(F)c2c(c1)C(N)(CCO)c1cc(Br)ccc1O2, O. RXN SMILES: [CH2:37]([Cl:38])[CH2:39][Cl:40].[CH2:42]1[O:43][CH2:44][CH2:45][CH2:46]1.[N+:23](=[O:24])([O-:25])[c:26]1[cH:27][cH:28][c:29]([C:30](=[O:31])[N:32]=[C:33]=[S:34])[cH:35][cH:36]1.[NH2:1][C:2]1([CH2:20][CH2:21][OH:22])[c:3]2[cH:4][c:5]([Br:19])[cH:6][cH:7][c:8]2[O:9][c:10]2[c:11]([F:18])[cH:12][c:13]([O:16][CH3:17])[cH:14][c:15]21.[OH2:41]>>[N:1]1=[C:33]([NH:32][C:30]([c:29]2[cH:28][cH:27][c:26]([N+:23](=[O:24])[O-:25])[cH:36][cH:35]2)=[O:31])[O:22][CH2:21][CH2:20][C:2]12[c:3]1[cH:4][c:5]([Br:19])[cH:6][cH:7][c:8]1[O:9][c:10]1[c:11]([F:18])[cH:12][c:13]([O:16][CH3:17])[cH:14][c:15]12. The product is COc1cc(F)c2c(c1)C1(CCOC(NC(=O)c3ccc([N+](=O)[O-])cc3)=N1)c1cc(Br)ccc1O2. The reactants are Cc1ccc(F)cc1Br, O=[Cr](=O)=O. Yields the product O=Cc1ccc(F)cc1Br. As a reaction SMILES: [Br:5][c:6]1[c:7]([CH3:13])[cH:8][cH:9][c:10]([F:12])[cH:11]1.[O:1]=[Cr:2](=[O:3])=[O:4]>>[O:1]=[CH:13][c:7]1[c:6]([Br:5])[cH:11][c:10]([F:12])[cH:9][cH:8]1. The reactants are Cc1cc(C2=NOC(c3cc(Cl)cc(Cl)c3)(C(F)(F)F)C2)ccc1C(=O)Cl, ClCCl, Nc1cccc(Cl)n1, c1ccncc1. The product is Cc1cc(C2=NOC(c3cc(Cl)cc(Cl)c3)(C(F)(F)F)C2)ccc1C(=O)Nc1cccc(Cl)n1. Reaction SMILES: [Cl:15][c:16]1[cH:17][c:18]([C:23]2([C:38]([F:39])([F:40])[F:41])[CH2:24][C:25]([c:28]3[cH:29][c:30]([CH3:37])[c:31]([C:32](=[O:33])[Cl:34])[cH:35][cH:36]3)=[N:26][O:27]2)[cH:19][c:20]([Cl:22])[cH:21]1.[Cl:42][CH2:43][Cl:44].[NH2:1][c:2]1[n:3][c:4]([Cl:8])[cH:5][cH:6][cH:7]1.[cH:9]1[cH:10][cH:11][n:12][cH:13][cH:14]1>>[NH:1]([c:2]1[n:3][c:4]([Cl:8])[cH:5][cH:6][cH:7]1)[C:32]([c:31]1[c:30]([CH3:37])[cH:29][c:28]([C:25]2=[N:26][O:27][C:23]([c:18]3[cH:17][c:16]([Cl:15])[cH:21][c:20]([Cl:22])[cH:19]3)([C:38]([F:39])([F:40])[F:41])[CH2:24]2)[cH:36][cH:35]1)=[O:33]. Reactants: CC(C)(C)OC(=O)CBr, O=C([O-])[O-], COC(=O)c1cc2cc(O)ccc2cc1O, CCOC(C)=O, [K+], [K+], CN(C)C=O. Yields the product COC(=O)c1cc2cc(OCC(=O)OC(C)(C)C)ccc2cc1O. Reaction SMILES: [C:17]([CH3:18])([CH3:19])([CH3:20])[O:21][C:22]([CH2:23][Br:24])=[O:25].[C:26](=[O:27])([O-:28])[O-:29].[CH3:1][O:2][C:3](=[O:4])[c:5]1[cH:6][c:7]2[cH:8][c:9]([OH:16])[cH:10][cH:11][c:12]2[cH:13][c:14]1[OH:15].[CH3:32][CH2:33][O:34][C:35]([CH3:36])=[O:37].[K+:30].[K+:31].[O:38]=[CH:39][N:40]([CH3:41])[CH3:42]>>[CH3:1][O:2][C:3](=[O:4])[c:5]1[cH:6][c:7]2[cH:8][c:9]([O:16][CH2:23][C:22]([O:21][C:17]([CH3:18])([CH3:19])[CH3:20])=[O:25])[cH:10][cH:11][c:12]2[cH:13][c:14]1[OH:15]. Starting materials: CCN(C(C)C)C(C)C, COc1ccc(N2CCOCC2)c2sc(-c3nc4c([nH]3)CCNCC4)nc12, CN(C)C(=O)Cl, Cl, C1CCOC1. The product is COc1ccc(N2CCOCC2)c2sc(-c3nc4c([nH]3)CCN(C(=O)N(C)C)CC4)nc12. As a reaction SMILES: [CH2:29]([N:30]([CH:31]([CH3:32])[CH3:33])[CH:34]([CH3:35])[CH3:36])[CH3:37].[CH3:2][O:3][c:4]1[cH:5][cH:6][c:7]([N:23]2[CH2:24][CH2:25][O:26][CH2:27][CH2:28]2)[c:8]2[c:9]1[n:10][c:11](-[c:13]1[n:14][c:15]3[c:16]([nH:22]1)[CH2:17][CH2:18][NH:19][CH2:20][CH2:21]3)[s:12]2.[CH3:38][N:39]([C:40](=[O:41])[Cl:42])[CH3:43].[ClH:1].[O:44]1[CH2:45][CH2:46][CH2:47][CH2:48]1>>[CH3:2][O:3][c:4]1[cH:5][cH:6][c:7]([N:23]2[CH2:24][CH2:25][O:26][CH2:27][CH2:28]2)[c:8]2[c:9]1[n:10][c:11](-[c:13]1[n:14][c:15]3[c:16]([nH:22]1)[CH2:17][CH2:18][N:19]([C:40]([N:39]([CH3:38])[CH3:43])=[O:41])[CH2:20][CH2:21]3)[s:12]2.